Task: describe an organic reaction: reactants, conditions, products, and yield. Dataset: the Open Reaction Database (ORD), a public repository of structured organic reaction records Reactants: S(=O)(Cl)Cl (Thionyl chloride), OCC1=NC=CC(=C1)OC (2-hydroxymethyl-4-methoxypyridine). The solvent is C(Cl)(Cl)Cl (chloroform). Reaction conditions: time 2 hour. Yields the product Cl.ClCC1=NC=CC(=C1)OC (2-chloromethyl-4-methoxypyridine hydrochloride). RXN SMILES: S(Cl)([Cl:3])=O.O[CH2:6][C:7]1[CH:12]=[C:11]([O:13][CH3:14])[CH:10]=[CH:9][N:8]=1>C(Cl)(Cl)Cl>[ClH:3].[Cl:3][CH2:6][C:7]1[CH:12]=[C:11]([O:13][CH3:14])[CH:10]=[CH:9][N:8]=1 |f:3.4|. Procedure: Thionyl chloride (23 cc) was added over 25 minutes to a stirred solution of 2-hydroxymethyl-4-methoxypyridine (8.935 g) in chloroform at room temperature, and the mixture was stirred for a further 2 hours and was evaporated to dryness and the residue was triturated with ether and recrystallised from 0.9 N ethanolic hydrogen chloride/ether (7:5) to give 2-chloromethyl-4-methoxypyridine hydrochloride m.p. 142° (decomp).(12.1 g). The reactants are C(C)OC(C1=C(C=C(C=C1)F)N)=O (2-amino-4-fluoro-benzoic acid ethyl ester), C(C)(=O)Cl (acetyl chloride). Run in O (water), N1=CC=CC=C1 (pyridine). Product: C(C)OC(C1=C(C=C(C=C1)F)NC(C)=O)=O (2-Acetylamino-4-fluoro-benzoic acid ethyl ester). As a reaction SMILES: [CH2:1]([O:3][C:4](=[O:13])[C:5]1[CH:10]=[CH:9][C:8]([F:11])=[CH:7][C:6]=1[NH2:12])[CH3:2].[C:14](Cl)(=[O:16])[CH3:15]>N1C=CC=CC=1.O>[CH2:1]([O:3][C:4](=[O:13])[C:5]1[CH:10]=[CH:9][C:8]([F:11])=[CH:7][C:6]=1[NH:12][C:14](=[O:16])[CH3:15])[CH3:2]. Conditions: time 1 hour. Procedure: A total of 3.84 g of 2-amino-4-fluoro-benzoic acid ethyl ester obtained in Production Example II-7-a was dissolved in 50 ml of pyridine, 1.64 ml of acetyl chloride was added under ice-cooling, and the mixture was stirred for 1 hours. The reaction mixture was diluted with water and was extracted with diethyl ether. The resulting organic layer was washed with 1 N hydrochloric acid and brine, dried over magnesium sulfate, and then evaporated, to give 4.0 g of the title compound. Reactants: FC(C=1C=C(C=CC1OC(C(F)(F)F)C)C1=NC(=NO1)C1=C2CCN(C2=CC=C1)CCC(=O)N)(F)F (3-(4-{5-[3-(trifluoromethyl)-4-(2,2,2-trifluoro-1-methylethoxy)phenyl]-1,2,4-oxadiazol-3-yl}-2,3-dihydro-1H-indol-1-yl)propanamide). The reagents and catalysts are [O-2].[O-2].[Mn+4] (manganese dioxide). The solvent is C(Cl)(Cl)Cl (chloroform). The product is FC(C=1C=C(C=CC1OC(C(F)(F)F)C)C1=NC(=NO1)C1=C2C=CN(C2=CC=C1)CCC(=O)N)(F)F (3-(4-{5-[3-(trifluoromethyl)-4-(2,2,2-trifluoro-1-methylethoxy)phenyl]-1,2,4-oxadiazol-3-yl}-1H-indol-1-yl) propanamide). The yield is 46.5%. As a reaction SMILES: [F:1][C:2]([F:36])([F:35])[C:3]1[CH:4]=[C:5]([C:16]2[O:20][N:19]=[C:18]([C:21]3[CH:29]=[CH:28][CH:27]=[C:26]4[C:22]=3[CH2:23][CH2:24][N:25]4[CH2:30][CH2:31][C:32]([NH2:34])=[O:33])[N:17]=2)[CH:6]=[CH:7][C:8]=1[O:9][CH:10]([CH3:15])[C:11]([F:14])([F:13])[F:12]>C(Cl)(Cl)Cl.[O-2].[O-2].[Mn+4]>[F:36][C:2]([F:1])([F:35])[C:3]1[CH:4]=[C:5]([C:16]2[O:20][N:19]=[C:18]([C:21]3[CH:29]=[CH:28][CH:27]=[C:26]4[C:22]=3[CH:23]=[CH:24][N:25]4[CH2:30][CH2:31][C:32]([NH2:34])=[O:33])[N:17]=2)[CH:6]=[CH:7][C:8]=1[O:9][CH:10]([CH3:15])[C:11]([F:12])([F:14])[F:13] |f:2.3.4|. Procedure details: To a solution of 3-(4-{5-[3-(trifluoromethyl)-4-(2,2,2-trifluoro-1-methylethoxy)phenyl]-1,2,4-oxadiazol-3-yl}-2,3-dihydro-1H-indol-1-yl)propanamide (100 mg) in chloroform (1 ml) was added manganese dioxide (67.6 mg), followed by reflux for 15 hours. The reaction solution was left to be cooled to room temperature, and filtered through Celite to remove manganese dioxide. The filtrate was concentrated under reduced pressure. The residue was purified by silica gel column chromatography (chloroform:C... Starting materials: O (water), C(C)(C)(C)C=1C=C(C[C@H](N)C(=O)[N-]C2=NC=CC=C2)C=CC1O (3-tert-butyl-4-hydroxyphenylalanyl (2-pyridyl)amide), C(=O)(OCC1=CC=CC=C1)N([C@@H](C(C)C)C(=O)O)C (Z-N-Me-Val-OH), TEA. Solvent: C1CCOC1 (THF). Run at time 3 hour. The product is C(C)(C)(C)C=1C=C(C=CC1O)CC(C(NC1=NC=CC=C1)=O)NC(C(C(C)C)N(C)C(=O)OCC1=CC=CC=C1)=O (2-(N-benzyloxycarbonyl-N-methylamino)-3-methylbutyric acid 2-(3-tert-butyl-4-hydroxyphenyl)-1-(2-pyridylcarbamoyl)ethylamide). The yield is 65.6%. RXN SMILES: [C:1]([C:5]1[CH:6]=[C:7]([CH:20]=[CH:21][C:22]=1[OH:23])[CH2:8][C@@H:9]([C:11]([N-:13][C:14]1[CH:19]=[CH:18][CH:17]=[CH:16][N:15]=1)=[O:12])[NH2:10])([CH3:4])([CH3:3])[CH3:2].[C:24]([N:34]([CH3:42])[C@H:35]([C:39](O)=[O:40])[CH:36]([CH3:38])[CH3:37])([O:26][CH2:27][C:28]1[CH:33]=[CH:32][CH:31]=[CH:30][CH:29]=1)=[O:25].O>C1COCC1>[C:1]([C:5]1[CH:6]=[C:7]([CH2:8][CH:9]([NH:10][C:39](=[O:40])[CH:35]([N:34]([C:24]([O:26][CH2:27][C:28]2[CH:29]=[CH:30][CH:31]=[CH:32][CH:33]=2)=[O:25])[CH3:42])[CH:36]([CH3:38])[CH3:37])[C:11](=[O:12])[NH:13][C:14]2[CH:19]=[CH:18][CH:17]=[CH:16][N:15]=2)[CH:20]=[CH:21][C:22]=1[OH:23])([CH3:4])([CH3:2])[CH3:3]. Procedure details: To a solution of 3-tert-butyl-4-hydroxyphenylalanyl (2-pyridyl)amide (1.48 g, 4.73 mmol), Z-N-Me-Val-OH (1.63 g, 6.15 mmol) and CMPI (1.57 g, 6.15 mmol) in THF 30 ml, TEA (1.5 ml, 10.88 mmol) was added under cooling with ice and stirred for 3 hours under cooling with ice. The mixture was mixed with water and extracted with ethyl acetate. The organic layer was washed with saturated brine, dried over anhydrous magnesium sulfate and evaporated to remove the solvent under reduced pressure; the thus ... The reactants are Br (hydrobromic acid), COC1=CC=CC=2CCCOC21 (8-Methoxy-3,4-dihydro-2H-1-benzopyran), C1(=CC=CC=C1)O (phenol). Run in C(C)(=O)O (acetic acid). Product: OC1=CC=CC=2CCCOC21 (8-Hydroxy-3,4-dihydro-2H-1-benzopyran). RXN SMILES: C[O:2][C:3]1[C:12]2[O:11][CH2:10][CH2:9][CH2:8][C:7]=2[CH:6]=[CH:5][CH:4]=1.Br.C1(O)C=CC=CC=1>C(O)(=O)C>[OH:2][C:3]1[C:12]2[O:11][CH2:10][CH2:9][CH2:8][C:7]=2[CH:6]=[CH:5][CH:4]=1. Procedure details: The compound obtained in Step C (1 g; 6.09 mmol) is dissolved in glacial acetic acid (10.2 ml) and then hydrobromic acid (48% solution in water) (3.7 eq.; 47 mmol; 2.54 ml) is added dropwise. The phenol is fully deprotected after 5 hours' reflux. After removal of the solvent under reduced pressure, the dry residue is taken up in aqueous medium and then neutralised with a saturated sodium hydrogen carbonate solution to a pH of 8. Extraction with ethyl acetate yields an orange oil after drying and... Starting materials: C(C)(=O)OCC.CCCCCC (ethyl acetate hexane), OCC=1NC(=C(C(C1C(=O)OCC)C1=C(C=CC=C1)[N+](=O)[O-])C(=O)OCC)C (2-Hydroxymethyl-6-methyl-4-(nitrophenyl)-3,5-diethoxycarbonyl-1,4-dihydropyridine), O (Water), ClS(=O)(=O)N=C=O (chlorosulfonyl isocyanate). Solvent: C1=CC=CC=C1 (benzene). Reaction conditions: time 30 minute. Yields the product NC(=O)OCC=1NC(=C(C(C1C(=O)OCC)C1=C(C=CC=C1)[N+](=O)[O-])C(=O)OCC)C (2-Aminocarbonyloxymethyl-6-methyl-4-(2-nitrophenyl)-3,5-diethoxycarbonyl-1,4-dihydropyridine). The yield is 48.5%. As a reaction SMILES: [OH:1][CH2:2][C:3]1[NH:4][C:5]([CH3:28])=[C:6]([C:23]([O:25][CH2:26][CH3:27])=[O:24])[CH:7]([C:14]2[CH:19]=[CH:18][CH:17]=[CH:16][C:15]=2[N+:20]([O-:22])=[O:21])[C:8]=1[C:9]([O:11][CH2:12][CH3:13])=[O:10].ClS([N:33]=[C:34]=[O:35])(=O)=O.O.C(OCC)(=O)C.CCCCCC>C1C=CC=CC=1>[NH2:33][C:34]([O:1][CH2:2][C:3]1[NH:4][C:5]([CH3:28])=[C:6]([C:23]([O:25][CH2:26][CH3:27])=[O:24])[CH:7]([C:14]2[CH:19]=[CH:18][CH:17]=[CH:16][C:15]=2[N+:20]([O-:22])=[O:21])[C:8]=1[C:9]([O:11][CH2:12][CH3:13])=[O:10])=[O:35] |f:3.4|. Reported procedure: 2-Hydroxymethyl-6-methyl-4-(nitrophenyl)-3,5-diethoxycarbonyl-1,4-dihydropyridine (390 mg) was dissolved in benzene (10 ml), chlorosulfonyl isocyanate (0.2 ml) was added thereto, and the mixture was reacted under stirring at room temperature for 30 minutes. Water (10 ml) was added to the reaction mixture under cooling, and the mixture was stirred at room temperature for 30 minutes for hydrolysis. The reaction mixture thereby obtained was extracted with ethyl acetate, and the extracted solution w... Starting materials: ice water, BrC=1C=CC(=NC1)Cl (5-Bromo-2-chloropyridine), C(CCC)[Li] (n-Butyllithium), C(=O)N1CCCCC1 (formylpiperidine). Run in C(C)OCC (diethyl ether), C(C)OCC (Diethyl ether). Reaction conditions: temperature -50 celsius, time 90 minute. Product: ClC1=NC=C(C=C1)C=O (2-chloro-5-formylpyridine). Yield: 63.5%. As a reaction SMILES: Br[C:2]1[CH:3]=[CH:4][C:5]([Cl:8])=[N:6][CH:7]=1.C([Li])CCC.[CH:14](N1CCCCC1)=[O:15]>C(OCC)C>[Cl:8][C:5]1[CH:4]=[CH:3][C:2]([CH:14]=[O:15])=[CH:7][N:6]=1. Procedure details: 5-Bromo-2-chloropyridine (T-9) (15.0 g) and diethyl ether (450 ml) were put in a reaction vessel and cooled to −50° C. under an atmosphere of nitrogen. n-Butyllithium (1.57 M in n-hexane; 54.6 ml) was added dropwise in the temperature range of −50° C. to −45° C., and the stirring was continued for another 90 minutes. After the reaction vessel had been cooled to −70° C., formylpiperidine (9.70 g) was added dropwise in the temperature range of −70° C. to −65° C., and the stirring was continued for...